Dataset: the Open Reaction Database (ORD), a public repository of structured organic reaction records. Task: describe an organic reaction: reactants, conditions, products, and yield The reactants are C(C)OC(=O)C1CNCCC1 (piperdine-3-carboxylic acid ethyl ester), C(=O)(OCC1C2=CC=CC=C2C2=CC=CC=C12)N=C=S (Fmoc-isothiocyanate). Product: C(C)OC(=O)C1CN(CCC1)C(N)=S (1-Thiocarbamoyl-piperdine-3-carboxylic acid ethyl ester). The yield is 92.5%. As a reaction SMILES: [CH2:1]([O:3][C:4]([CH:6]1[CH2:11][CH2:10][CH2:9][NH:8][CH2:7]1)=[O:5])[CH3:2].C([N:29]=[C:30]=[S:31])(OCC1C2C(=CC=CC=2)C2C1=CC=CC=2)=O>>[CH2:1]([O:3][C:4]([CH:6]1[CH2:11][CH2:10][CH2:9][N:8]([C:30](=[S:31])[NH2:29])[CH2:7]1)=[O:5])[CH3:2]. Procedure: 1-Thiocarbamoyl-piperdine-3-carboxylic acid ethyl ester (400 mg) was prepared following general procedure D using piperdine-3-carboxylic acid ethyl ester (315 mg, 2.0 mmol), and Fmoc-isothiocyanate (562 mg, 2.0 mmol). Purification: (Silica gel, ethyl acetate/hexane 1:1). LCMS m/z 217.0 (M+1)+ Reactants: BrC1=NC(=CC=C1)CF (2-bromo-6-(fluoromethyl)pyridine), C(CC#C)C1=NC2=C(N1C)C=C(C=C2F)F (2-(but-3-ynyl)-4,6-difluoro-1-methyl-1H-benzo[d]imidazole). Yields the product FC1=CC(=CC=2N(C(=NC21)CCC#CC2=NC(=CC=C2)CF)C)F (4,6-Difluoro-2-(4-(6-(fluoromethyl)pyridin-2-yl)but-3-ynyl)-1-methyl-1H-benzo[d]imidazole), light brown solid. As a reaction SMILES: Br[C:2]1[CH:7]=[CH:6][CH:5]=[C:4]([CH2:8][F:9])[N:3]=1.[CH2:10]([C:14]1[N:18]([CH3:19])[C:17]2[CH:20]=[C:21]([F:25])[CH:22]=[C:23]([F:24])[C:16]=2[N:15]=1)[CH2:11][C:12]#[CH:13]>>[F:24][C:23]1[C:16]2[N:15]=[C:14]([CH2:10][CH2:11][C:12]#[C:13][C:2]3[CH:7]=[CH:6][CH:5]=[C:4]([CH2:8][F:9])[N:3]=3)[N:18]([CH3:19])[C:17]=2[CH:20]=[C:21]([F:25])[CH:22]=1. Procedure: The title compound was prepared in accordance with the general method of Example 190(F), from 2-bromo-6-(fluoromethyl)pyridine (109 mg, 0.57 mol) and 2-(but-3-ynyl)-4,6-difluoro-1-methyl-1H-benzo[d]imidazole (126 mg, 0.57 mmol). The crude residue was purified over silicagel chromatography (prepacked 25 g silicagel column, DCM/MeOH: from 100/0 to 99/1 as eluent) to afford 43 mg of a light brown solid. The resulting solid was dissolved in Dioxane and 0.5N HCl in dioxan was added (0.14 mL, 0.07 mmo... Starting materials: CCCC[N+](CCCC)(CCCC)CCCC, CC(C)C(=O)Nc1cccc(C2CCNCC2)c1, CCN(C(C)C)C(C)C, [I-], C1COCCO1, ClCCCCc1ccccc1. Product: CC(C)C(=O)Nc1cccc(C2CCN(CCCCc3ccccc3)CC2)c1. RXN SMILES: [CH2:40]([N+:41]([CH2:42][CH2:43][CH2:44][CH3:45])([CH2:46][CH2:47][CH2:48][CH3:49])[CH2:50][CH2:51][CH2:52][CH3:53])[CH2:54][CH2:55][CH3:56].[CH3:1][CH:2]([C:3](=[O:4])[NH:5][c:6]1[cH:7][c:8]([CH:12]2[CH2:13][CH2:14][NH:15][CH2:16][CH2:17]2)[cH:9][cH:10][cH:11]1)[CH3:18].[CH:30]([N:31]([CH:32]([CH3:33])[CH3:34])[CH2:35][CH3:36])([CH3:37])[CH3:38].[I-:39].[O:57]1[CH2:58][CH2:59][O:60][CH2:61][CH2:62]1.[c:19]1([CH2:25][CH2:26][CH2:27][CH2:28][Cl:29])[cH:20][cH:21][cH:22][cH:23][cH:24]1>>[CH3:1][CH:2]([C:3](=[O:4])[NH:5][c:6]1[cH:7][c:8]([CH:12]2[CH2:13][CH2:14][N:15]([CH2:28][CH2:27][CH2:26][CH2:25][c:19]3[cH:20][cH:21][cH:22][cH:23][cH:24]3)[CH2:16][CH2:17]2)[cH:9][cH:10][cH:11]1)[CH3:18]. The reactants are O=C(Cl)c1ccccc1, CC(=O)OC(C)C, COC(=O)c1cc(O)cc(O)c1, [Na+], [OH-], O. The product is COC(=O)c1cc(O)cc(OC(=O)c2ccccc2)c1. As a reaction SMILES: [C:16]([c:17]1[cH:18][cH:19][cH:20][cH:21][cH:22]1)(=[O:23])[Cl:24].[C:25]([O:26][CH:27]([CH3:28])[CH3:29])(=[O:30])[CH3:31].[CH3:1][O:2][C:3]([c:4]1[cH:5][c:6]([OH:11])[cH:7][c:8]([OH:10])[cH:9]1)=[O:12].[Na+:15].[OH-:14].[OH2:13]>>[CH3:1][O:2][C:3]([c:4]1[cH:5][c:6]([OH:11])[cH:7][c:8]([O:10][C:16]([c:17]2[cH:18][cH:19][cH:20][cH:21][cH:22]2)=[O:23])[cH:9]1)=[O:12].